Dataset: the Open Reaction Database (ORD), a public repository of structured organic reaction records. Task: describe an organic reaction: reactants, conditions, products, and yield The reactants are N1C=NC=C1C1CN(CCC1)C(=O)OCC1=CC=CC=C1 (benzyl 3-(1H-imidazol-5-yl)piperidine-1-carboxylate), CO (MeOH), C(Cl)Cl (DCM). Run in O1CCOCC1 (1,4-dioxane), Cl (HCl). Run at temperature 80 celsius. Product: N1C=NC=C1C1CNCCC1 (3-(1H-imidazol-5-yl)piperidine). The yield is 31.4%. Reaction SMILES: [NH:1]1[C:5]([CH:6]2[CH2:11][CH2:10][CH2:9][N:8](C(OCC3C=CC=CC=3)=O)[CH2:7]2)=[CH:4][N:3]=[CH:2]1.C(Cl)Cl.CO>O1CCOCC1.Cl>[NH:1]1[C:5]([CH:6]2[CH2:11][CH2:10][CH2:9][NH:8][CH2:7]2)=[CH:4][N:3]=[CH:2]1. Procedure: A 100-mL round-bottomed flask was charged with a solution of benzyl 3-(1H-imidazol-5-yl)piperidine-1-carboxylate (3 g, 10.53 mmol, 1.00 equiv) in 1,4-dioxane (30 mL) and conc. HCl (18 mL). The resulting mixture was heated to 80° C. in an oil bath for 16 hours. The reaction progress was monitored by TLC (DCM: MeOH=10:1). Upon completion, the resulting mixture was concentrated on a rotary evaporator. The resulting solution was diluted with water (60 mL) and treated with aqueous NaHCO3. The resulti...